Dataset: the Open Reaction Database (ORD), a public repository of structured organic reaction records. Task: describe an organic reaction: reactants, conditions, products, and yield The reactants are SO2Cl2, NC1=C(C(=O)O)C(=CC=C1)Cl (2-amino-6-chlorobenzoic acid), COC=1C(=CC=CC1)N (o-anisidine). Procedure details: SO2Cl2 (5.4 mL, 74 mmol, 2.5 eq) was added to a rapidly stirring solution of 2-amino-6-chlorobenzoic acid (5 g, 29.14 mmol) in benzene (146 mL) and the mixture was stirred at reflux for 24 h. The mixture was concentrated under reduced pressure, and stripped down twice with benzene to give brown oil. The resulting oil was dissolved in CHCl3 (146 mL) and to that solution was added o-anisidine and the mixture was stirred at 65° C. for 2 h. The mixture was cooled to rt and the resulting precipitate ... Solvent: C(Cl)(Cl)Cl (CHCl3), C1=CC=CC=C1 (benzene). Reaction SMILES: [NH2:1][C:2]1[CH:10]=[CH:9][CH:8]=[C:7]([Cl:11])[C:3]=1[C:4]([OH:6])=O.[CH3:12][O:13][C:14]1[C:15]([NH2:20])=[CH:16][CH:17]=[CH:18][CH:19]=1>C1C=CC=CC=1.C(Cl)(Cl)Cl>[NH2:1][C:2]1[CH:10]=[CH:9][CH:8]=[C:7]([Cl:11])[C:3]=1[C:4]([NH:20][C:15]1[CH:16]=[CH:17][CH:18]=[CH:19][C:14]=1[O:13][CH3:12])=[O:6]. The product is NC1=C(C(=O)NC2=C(C=CC=C2)OC)C(=CC=C1)Cl (2-amino-6-chloro-N-(2-methoxyphenyl)benzamide).